Dataset: the Open Reaction Database (ORD), a public repository of structured organic reaction records. Task: describe an organic reaction: reactants, conditions, products, and yield The reactants are NCCN1CCOCC1 (N-(2-aminoethyl)morpholine), C=O (paraformaldehyde), COC(C(=CC(N(C)CC1=CC(=C(C=C1)Cl)Cl)=O)O)=O (3-[(3,4-dichloro-benzyl)-methyl-carbamoyl]-2-hydroxy-acrylic acid methyl ester). Run in CC(=O)O (AcOH). Conditions: time 5 minute. Yields the product ClC=1C=C(CN(C(=O)C=2CN(C(C2O)=O)CCN2CCOCC2)C)C=CC1Cl (4-Hydroxy-1-(2-morpholin-4-yl-ethyl)-5-oxo-2,5-dihydro-1H-pyrrole-3-carboxylic acid (3,4-dichloro-benzyl)-methyl-amide). The yield is 23.9%. RXN SMILES: [NH2:1][CH2:2][CH2:3][N:4]1[CH2:9][CH2:8][O:7][CH2:6][CH2:5]1.[CH2:10]=O.CO[C:14](=[O:31])[C:15]([OH:30])=[CH:16][C:17](=[O:29])[N:18]([CH2:20][C:21]1[CH:26]=[CH:25][C:24]([Cl:27])=[C:23]([Cl:28])[CH:22]=1)[CH3:19]>CC(O)=O>[Cl:28][C:23]1[CH:22]=[C:21]([CH:26]=[CH:25][C:24]=1[Cl:27])[CH2:20][N:18]([CH3:19])[C:17]([C:16]1[CH2:10][N:1]([CH2:2][CH2:3][N:4]2[CH2:9][CH2:8][O:7][CH2:6][CH2:5]2)[C:14](=[O:31])[C:15]=1[OH:30])=[O:29]. Procedure details: To 0.5 mL of AcOH at 60° C. was added N-(2-aminoethyl)morpholine (0.066 mL, 0.5 mmol) and paraformaldehyde (15 mg, 0.5 mmol). After stirring for 5 min, 3-[(3,4-dichloro-benzyl)-methyl-carbamoyl]-2-hydroxy-acrylic acid methyl ester (159 mg, 0.5 mmol) was added and the resulting mixture stirred at 60° C. for 2 h. The reaction mixture was cooled to room temperature and extracted with EtOAc. The remaining aqueous layer was extracted with CH2Cl2, and dried over Na2SO4. Concentration yielded 51.1 mg (...